describe an organic reaction: reactants, conditions, products, and yield From a dataset of the Open Reaction Database (ORD), a public repository of structured organic reaction records. Starting materials: Nc1nc2[nH]nc(-c3ccccc3Br)c2s1, C1CCOC1, Cl, O=C(Cl)c1ccc(CN2CCOCC2)o1. The product is O=C(Nc1nc2[nH]nc(-c3ccccc3Br)c2s1)c1ccc(CN2CCOCC2)o1. Reaction SMILES: [Br:1][c:2]1[c:3](-[c:8]2[n:9][nH:10][c:11]3[n:12][c:13]([NH2:16])[s:14][c:15]23)[cH:4][cH:5][cH:6][cH:7]1.[CH2:33]1[O:34][CH2:35][CH2:36][CH2:37]1.[ClH:17].[O:18]1[CH2:19][CH2:20][N:21]([CH2:24][c:25]2[cH:26][cH:27][c:28]([C:30](=[O:31])[Cl:32])[o:29]2)[CH2:22][CH2:23]1>>[Br:1][c:2]1[c:3](-[c:8]2[n:9][nH:10][c:11]3[n:12][c:13]([NH:16][C:30]([c:28]4[cH:27][cH:26][c:25]([CH2:24][N:21]5[CH2:20][CH2:19][O:18][CH2:23][CH2:22]5)[o:29]4)=[O:31])[s:14][c:15]23)[cH:4][cH:5][cH:6][cH:7]1. Starting materials: ClC1=CC=C(OC2CCN(CC2)C(CNC2=CC3=C(NC(O3)=O)C=C2)=O)C=C1 (6-{2[-4-(4-Chloro-phenoxy)-piperidin-1-yl]-2-oxo-ethylamino}-3H-benzoxazol-2-one), NC1=CC2=C(NC(CO2)=O)C=C1 (7-amino-4H-benzo[1,4]oxazin-3-one). Run in CO (methanol). The product is ClC1=CC=C(OC2CCN(CC2)C(CNC2=CC3=C(NC(CO3)=O)C=C2)=O)C=C1 (7-{2-[4-(4-Chloro-phenoxy)-piperidin-1-yl]-2-oxo-ethylamino}-4H-benzo[1,4]oxazin-3-one). As a reaction SMILES: [Cl:1][C:2]1[CH:28]=[CH:27][C:5]([O:6][CH:7]2[CH2:12][CH2:11][N:10]([C:13](=[O:26])[CH2:14][NH:15][C:16]3[CH:25]=[CH:24][C:19]4[NH:20][C:21](=[O:23])[O:22][C:18]=4[CH:17]=3)[CH2:9][CH2:8]2)=[CH:4][CH:3]=1.N[C:30]1C=CC2NC(=O)COC=2C=1>CO>[Cl:1][C:2]1[CH:28]=[CH:27][C:5]([O:6][CH:7]2[CH2:12][CH2:11][N:10]([C:13](=[O:26])[CH2:14][NH:15][C:16]3[CH:25]=[CH:24][C:19]4[NH:20][C:21](=[O:23])[CH2:30][O:22][C:18]=4[CH:17]=3)[CH2:9][CH2:8]2)=[CH:4][CH:3]=1. Procedure details: The title compound is prepared from 2-chloro-1-[4-(4-chloro-phenoxy)-piperidin-1-yl]-ethanone (Example 233) and 7-amino-4H-benzo[1,4]oxazin-3-one according to the method described in Example 206. Melting Point:207-210° C. (methanol) Starting materials: O=C1NC(=O)c2ccc(Br)cc2C1=CNCc1ccc(O)c(O)c1, BrCc1ccccc1, O=C([O-])[O-], CCCC[N+](CCCC)(CCCC)CCCC, CN(C)C=O, [I-], [K+], [K+]. The product is O=C1NC(=O)c2ccc(Br)cc2C1=CNCc1ccc(OCc2ccccc2)c(O)c1. RXN SMILES: [Br:15][c:16]1[cH:17][c:18]2[c:23]([cH:24][cH:25]1)[C:22](=[O:26])[NH:21][C:20](=[O:27])[C:19]2=[CH:28][NH:29][CH2:30][c:31]1[cH:32][c:33]([OH:38])[c:34]([OH:37])[cH:35][cH:36]1.[Br:1][CH2:2][c:3]1[cH:4][cH:5][cH:6][cH:7][cH:8]1.[C:9](=[O:10])([O-:11])[O-:12].[CH2:40]([N+:41]([CH2:42][CH2:43][CH2:44][CH3:45])([CH2:46][CH2:47][CH2:48][CH3:49])[CH2:50][CH2:51][CH2:52][CH3:53])[CH2:54][CH2:55][CH3:56].[CH3:57][N:58]([CH3:59])[CH:60]=[O:61].[I-:39].[K+:13].[K+:14]>>[CH2:2]([c:3]1[cH:4][cH:5][cH:6][cH:7][cH:8]1)[O:37][c:34]1[c:33]([OH:38])[cH:32][c:31]([CH2:30][NH:29][CH:28]=[C:19]2[c:18]3[cH:17][c:16]([Br:15])[cH:25][cH:24][c:23]3[C:22](=[O:26])[NH:21][C:20]2=[O:27])[cH:36][cH:35]1.